This data is from the Open Reaction Database (ORD), a public repository of structured organic reaction records. The task is: describe an organic reaction: reactants, conditions, products, and yield The reactants are Cl.NC(C(=O)OCC1=CC(=CC(=C1)C)C)CC1=CNC2=CC=CC=C12 (3,5-dimethylbenzyl 2-amino-3-(3-indolyl)propionate hydrochloride), C[Si](C)(C)N=C=O (trimethylsilyl isocyanate). Product: N(C(=O)N)C(C(=O)OCC1=CC(=CC(=C1)C)C)CC1=CNC2=CC=CC=C12 (3,5-Dimethylbenzyl 2-ureido-3-(3-indolyl)propionate). As a reaction SMILES: Cl.[NH2:2][CH:3]([CH2:16][C:17]1[C:25]2[C:20](=[CH:21][CH:22]=[CH:23][CH:24]=2)[NH:19][CH:18]=1)[C:4]([O:6][CH2:7][C:8]1[CH:13]=[C:12]([CH3:14])[CH:11]=[C:10]([CH3:15])[CH:9]=1)=[O:5].C[Si]([N:30]=[C:31]=[O:32])(C)C>>[NH:2]([CH:3]([CH2:16][C:17]1[C:25]2[C:20](=[CH:21][CH:22]=[CH:23][CH:24]=2)[NH:19][CH:18]=1)[C:4]([O:6][CH2:7][C:8]1[CH:9]=[C:10]([CH3:15])[CH:11]=[C:12]([CH3:14])[CH:13]=1)=[O:5])[C:31]([NH2:30])=[O:32] |f:0.1|. Reported procedure: Following the method of Example 16, 3,5-dimethylbenzyl 2-amino-3-(3-indolyl)propionate hydrochloride and trimethylsilyl isocyanate gave the title compound after recrystallisation from ethyl acetate/petroleum ether, m.p. 154°-156° C. (dec.). 1H NMR (360 MHz, CDCl3) δ7.99 (1H, s), 7.52 (1H, d, J=8 Hz), 7.30 (1H, d, J=8 Hz), 7.16 (1H, t. J=8 Hz), 7.08 (1H, t, J=8 Hz), 6.97 (1H, s), 6.88 (2H, s), 6.77 (1H, s), 5.21 (1H, d, J=8 Hz), 5.01 (2H, s), 4.85 (1H, m), 4.34 (2H, s), 3.28 (2H, J=5 Hz), 2.30 (6... Starting materials: COC1=CC(=C(C=C1)C1=C(C(=NC=C1)N)[N+](=O)[O-])C ([4-(4-methoxy-2-methyl-phenyl)-3-nitro-pyridin-2-yl]amine), [O-]S(=O)(=O)[O-].[Na+].[Na+] (Na2SO4). The product is COCC(C)NC1=NC=CC(=C1N)C1=C(C=C(C=C1)OC)C (N2-(2-methoxy-1-methyl-ethyl)-4-(4-methoxy-2-methyl-phenyl)-pyridine-2,3-diamine). Isolated yield 61.0%. As a reaction SMILES: [CH3:1][O:2][C:3]1[CH:8]=[CH:7][C:6]([C:9]2[CH:14]=[CH:13][N:12]=[C:11]([NH2:15])[C:10]=2[N+:16]([O-])=O)=[C:5]([CH3:19])[CH:4]=1.[O-]S([O-])(=O)=O.[Na+].[Na+]>>[CH3:1][O:2][CH2:3][CH:4]([NH:15][C:11]1[C:10]([NH2:16])=[C:9]([C:6]2[CH:7]=[CH:8][C:3]([O:2][CH3:1])=[CH:4][C:5]=2[CH3:19])[CH:14]=[CH:13][N:12]=1)[CH3:5] |f:1.2.3|. Procedure details: 2-Methoxy-1-methyl-ethyl)-[4-(4-methoxy-2-methyl-phenyl)-3-nitro-pyridin-2-yl]amine (0.120 g, 0.36 mmol), and Na2SO4 (0.509 g, 2.9 mmol), were treated as in Part D of Example 67a to give a crude yield of 0.066 g (61%) of N2-(2-methoxy-1-methyl-ethyl)-4-(4-methoxy-2-methyl-phenyl)-pyridine-2,3-diamine; MS(AP) m/z 302.2 [(M+H)+, 100]. The crude product was taken on to Part E. The reactants are [BH4-].[Li+] (lithium tetrahydroborate), C(C)(C)(C)OC(=O)NC1=C(C=CC=C1)NC(=O)C1=NC=C(C=C1)C(=O)OC (N-(2-t-butoxycarbonylaminophenyl)-5-methoxycarbonylpyridine-2-carboxylic acid amide), O (water), Cl (hydrochloric acid). The solvent is C1CCOC1 (THF). Product: C(C)(C)(C)OC(=O)NC1=C(C=CC=C1)NC(=O)C1=NC=C(C=C1)CO (N-(2-t-Butoxycarbonylaminophenyl)-5-hydroxymethylpyridine-2-carboxylic acid amide). Isolated yield 53.0%. Reaction SMILES: [BH4-].[Li+].[C:3]([O:7][C:8]([NH:10][C:11]1[CH:16]=[CH:15][CH:14]=[CH:13][C:12]=1[NH:17][C:18]([C:20]1[CH:25]=[CH:24][C:23]([C:26](OC)=[O:27])=[CH:22][N:21]=1)=[O:19])=[O:9])([CH3:6])([CH3:5])[CH3:4].O.Cl>C1COCC1>[C:3]([O:7][C:8]([NH:10][C:11]1[CH:16]=[CH:15][CH:14]=[CH:13][C:12]=1[NH:17][C:18]([C:20]1[CH:25]=[CH:24][C:23]([CH2:26][OH:27])=[CH:22][N:21]=1)=[O:19])=[O:9])([CH3:6])([CH3:4])[CH3:5] |f:0.1|. Reported procedure: Under ice cooling, lithium tetrahydroborate (2.1 g, 100 mmol) was added to a solution of N-(2-t-butoxycarbonylaminophenyl)-5-methoxycarbonylpyridine-2-carboxylic acid amide (Reference Compound No. 2-1, 38 g, 100 mmol) in THF (400 mL), and then the reaction mixture was stirred for 3 hours. Under ice cooling, water (200 mL) and 1.0 M aqueous hydrochloric acid (300 mL) were added thereto, the whole was extracted with ethyl acetate (300 mL), and then the organic layer was washed with water (500 mL) ... Starting materials: C=CC=C, Cc1ccccc1C. Product: C=CCCCc1ccccc1C. Reaction SMILES: [CH2:1]=[CH:2][CH:3]=[CH2:4].[c:5]1([CH3:12])[c:6]([CH3:11])[cH:7][cH:8][cH:9][cH:10]1>>[CH2:1]=[CH:2][CH2:3][CH2:4][CH2:11][c:6]1[c:5]([CH3:12])[cH:10][cH:9][cH:8][cH:7]1. Reactants: C (charcoal), C1(=CC=C(C=C1)S(=O)(=O)CC#N)C (p-tolylsulphonyl-acetonitrile), [N-]=[N+]=[N-].[Na+] (sodium azide), [Cl-].[NH4+] (ammonium chloride), Cl (hydrochloric acid). The solvent is CN(C=O)C (dimethylformamide). The product is 85, C1(=CC=C(C=C1)S(=O)(=O)CC1=NN=NN1)C (5-(p-tolylsulphonylmethyl)-tetrazole). Reaction SMILES: [C:1]1([CH3:13])[CH:6]=[CH:5][C:4]([S:7]([CH2:10][C:11]#[N:12])(=[O:9])=[O:8])=[CH:3][CH:2]=1.[N-:14]=[N+:15]=[N-:16].[Na+].[Cl-].[NH4+].C.Cl>CN(C)C=O>[C:1]1([CH3:13])[CH:2]=[CH:3][C:4]([S:7]([CH2:10][C:11]2[NH:16][N:15]=[N:14][N:12]=2)(=[O:8])=[O:9])=[CH:5][CH:6]=1 |f:1.2,3.4|. Procedure: 97.5 parts of p-tolylsulphonyl-acetonitrile are stirred together with 39 parts of sodium azide, 32 parts of ammonium chloride and 200 parts of dimethylformamide for 10 hours at 120°-130° C. The dimethylformamide is distilled off in vacuo, and the residue is dissolved in 1000 parts of water with the addition of sodium hydroxide to give pH 9. The solution is treated with animal charcoal, and precipitation is effected at pH 2-3 by the addition of hydrochloric acid. Recrystallisation of the precipit...